Dataset: the Open Reaction Database (ORD), a public repository of structured organic reaction records. Task: describe an organic reaction: reactants, conditions, products, and yield The reactants are CS(=O)(=O)Nc1ccc(C(=O)O)cc1, [Na], O=S(Cl)Cl. Yields the product CS(=O)(=O)Nc1ccc(C(=O)Cl)cc1. As a reaction SMILES: [CH3:2][S:3](=[O:4])(=[O:5])[NH:6][c:7]1[cH:8][cH:9][c:10]([C:11](=[O:12])[OH:13])[cH:14][cH:15]1.[Na:1].[S:16]([Cl:17])([Cl:18])=[O:19]>>[CH3:2][S:3](=[O:4])(=[O:5])[NH:6][c:7]1[cH:8][cH:9][c:10]([C:11](=[O:12])[Cl:18])[cH:14][cH:15]1.